This data is from the Open Reaction Database (ORD), a public repository of structured organic reaction records. The task is: describe an organic reaction: reactants, conditions, products, and yield Starting materials: [Sn](Cl)(Cl)(Cl)Cl (tin chloride), [OH-].[Na+] (sodium hydroxide), [N+](=O)([O-])C1=C(C=CC=C1)S(=O)(=O)NCCCCCCNC(=O)C1CC2=CC=CC=C2CC1 (1,2,3,4-Tetrahydro-2-naphthalencarboxylic acid[6- (2-nitrobenzenesulfonylamino)-hexyl]-amide), ice. The solvent is Cl (HCl), O (water), C(C)(=O)O (acetic acid). Conditions: time 3 hour. The product is NC1=C(C=CC=C1)S(=O)(=O)NCCCCCCNC(=O)C1CC2=CC=CC=C2CC1 (1,2,3,4-Tetrahydro-2-naphthalencarboxylic acid[6-(2-aminobenzenesulfonylamino)-hexyl]-amide). Isolated yield 95.5%. RXN SMILES: [N+:1]([C:4]1[CH:9]=[CH:8][CH:7]=[CH:6][C:5]=1[S:10]([NH:13][CH2:14][CH2:15][CH2:16][CH2:17][CH2:18][CH2:19][NH:20][C:21]([CH:23]1[CH2:32][CH2:31][C:30]2[C:25](=[CH:26][CH:27]=[CH:28][CH:29]=2)[CH2:24]1)=[O:22])(=[O:12])=[O:11])([O-])=O.[Sn](Cl)(Cl)(Cl)Cl.[OH-].[Na+]>C(O)(=O)C.Cl.O>[NH2:1][C:4]1[CH:9]=[CH:8][CH:7]=[CH:6][C:5]=1[S:10]([NH:13][CH2:14][CH2:15][CH2:16][CH2:17][CH2:18][CH2:19][NH:20][C:21]([CH:23]1[CH2:32][CH2:31][C:30]2[C:25](=[CH:26][CH:27]=[CH:28][CH:29]=2)[CH2:24]1)=[O:22])(=[O:12])=[O:11] |f:2.3|. Reported procedure: To a solution of 1,2,3,4-Tetrahydro-2-naphthalencarboxylic acid[6- (2-nitrobenzenesulfonylamino)-hexyl]-amide (0.54 g, 1.17 mmol) in 5 mL of glacial acetic acid stirred at 0° C. was added a solution of tin chloride (1.32 g, 5.88 mmol)in 5 mL conc. HCl and 1 mL of water. The reaction mixture was warmed to room temperature and stirred for 3 h and poured over crushed ice (50 g). The reaction mixture was neutralized with 10% sodium hydroxide and extracted with chloroform (5×50 mL), dried over sodium... Starting materials: NC=1C(=C(OC2CN(CC2)C(=O)OC(C)(C)C)C=CC1)C (t-butyl 3-(3-amino-2-methylphenoxy)pyrrolidin-1-Carboxylate), C(C)(=O)[O-].[K+] (potassium acetate), C(C)(=O)OC(C)=O (acetic anhydride), C(CC(C)C)ON=O (isoamylnitrite). Solvent: C1=CC=CC=C1 (benzene). Yields the product N1N=CC2=C(C=CC=C12)OC1CN(CC1)C(=O)OC(C)(C)C (t-Butyl 3-(1H-Indazol-4-yloxy)pyrrolidin-1-Carboxylate). RXN SMILES: [NH2:1][C:2]1[C:3]([CH3:21])=[C:4]([CH:18]=[CH:19][CH:20]=1)[O:5][CH:6]1[CH2:10][CH2:9][N:8]([C:11]([O:13][C:14]([CH3:17])([CH3:16])[CH3:15])=[O:12])[CH2:7]1.C([O-])(=O)C.[K+].C(OC(=O)C)(=O)C.C(O[N:40]=O)CC(C)C>C1C=CC=CC=1>[NH:1]1[C:2]2[C:3](=[C:4]([O:5][CH:6]3[CH2:10][CH2:9][N:8]([C:11]([O:13][C:14]([CH3:15])([CH3:16])[CH3:17])=[O:12])[CH2:7]3)[CH:18]=[CH:19][CH:20]=2)[CH:21]=[N:40]1 |f:1.2|. Procedure details: A solution of t-butyl 3-(3-amino-2-methylphenoxy)pyrrolidin-1-Carboxylate (4.6 g, 15.4 mmol), potassium acetate (1.81 g, 18.5 mmol) and acetic anhydride (5.02 g, 49.2 mmol) in benzene is treated dropwise with isoamylnitrite (4.13 ml, 30.8 mmol), heated at reflux temperature overnight, cooled to room temperature and filtered. The filtercake is washed with benzene. The combined filtrates are concentrated to give a yellow oil residue. The residue is purified by chromatography (SiO2, 25% EtOAc in he...